From a dataset of the Open Reaction Database (ORD), a public repository of structured organic reaction records. describe an organic reaction: reactants, conditions, products, and yield As a reaction SMILES: [Br:10][CH2:11][CH2:12][CH2:13][CH2:14][CH2:15][CH2:16][CH2:17][OH:18].[c:1]1([CH2:7][CH2:8][SH:9])[cH:2][cH:3][cH:4][cH:5][cH:6]1>>[c:1]1([CH2:7][CH2:8][S:9][CH2:11][CH2:12][CH2:13][CH2:14][CH2:15][CH2:16][CH2:17][OH:18])[cH:2][cH:3][cH:4][cH:5][cH:6]1. Starting materials: OCCCCCCCBr, SCCc1ccccc1. Yields the product OCCCCCCCSCCc1ccccc1.